This data is from the Open Reaction Database (ORD), a public repository of structured organic reaction records. The task is: describe an organic reaction: reactants, conditions, products, and yield The reactants are CC(=O)C=1C=CC(=CC1)O (4-hydroxyacetophenone), solution, C[O-].[Na+] (sodium methoxide), CO (methanol), CO (methanol). Reagents/catalysts: [Pd] (palladium on carbon). Run at temperature 45 celsius. The product is OC1=CC=C(C=C1)CCO (4-Hydroxyphenylmethylcarbinol). Reaction SMILES: [CH3:1][C:2]([C:4]1[CH:5]=[CH:6][C:7]([OH:10])=[CH:8][CH:9]=1)=O.C[O-:12].[Na+].CO>[Pd]>[OH:10][C:7]1[CH:6]=[CH:5][C:4]([CH2:2][CH2:1][OH:12])=[CH:9][CH:8]=1 |f:1.2|. Reported procedure: To a five-gallon stainless steel reactor, a solution of 4-hydroxyacetophenone (2500 g, 18.4 moles) and a 25% solution of sodium methoxide in methanol (39.1 g, 0.26 moles) in methanol (10,000 g, 312.5 moles), and palladium on carbon catalyst (ESCAT 10, 125 g) were charged. The reactor is purged three times with nitrogen (100 psi). Hydrogen is then charged to a pressure of 300 psi and the reactor is heated to 45° C. The temperature is maintained at 45° C. for three hours at a constant hydrogen pre... The reactants are C(C)(C)N1C(=NCC1)C (1-isopropyl-2-methylimidazoline). As a reaction SMILES: [CH:1]([N:4]1[CH2:8][CH2:7][N:6]=[C:5]1[CH3:9])([CH3:3])[CH3:2]>[Ni]>[CH:1]([N:4]1[CH:8]=[CH:7][N:6]=[C:5]1[CH3:9])([CH3:3])[CH3:2]. Isolated yield 84.0%. The product is C(C)(C)N1C(=NC=C1)C (1-isopropyl-2-methyl imidazole). The reagents and catalysts are [Ni] (Raney nickel). Reported procedure: The procedure of Example 1 was followed except that 40 g of 1-isopropyl-2-methylimidazoline and 5 g of Raney nickel were charged. GLC analysis showed that an 84% yield of 1-isopropyl-2-methyl imidazole was obtained with 98% conversion of imidazoline. Starting materials: CC1=CC(=NO1)N (5-methylisoxazol-3-amine), C(=O)(O)[O-].[Na+] (NaHCO3), CC1(OB(OC1(C)C)C1=CC=C(N)C=C1)C (4-(4,4,5,5-tetramethyl-1,3,2-dioxaborolan-2-yl)aniline), ClC(Cl)(OC(OC(Cl)(Cl)Cl)=O)Cl (triphosgene). The solvent is C(Cl)Cl (DCM), N1=CC=CC=C1.C(Cl)Cl (pyridine DCM). Conditions: temperature 20 celsius, time 1 hour. Yields the product CC1=CC(=NO1)NC(=O)NC1=CC=C(C=C1)B1OC(C(O1)(C)C)(C)C (1-(5-methylisoxazol-3-yl)-3-(4-(4,4,5,5-tetramethyl-1,3,2-dioxaborolan-2-yl)phenyl)urea). Isolated yield 281.2%. As a reaction SMILES: [CH3:1][C:2]1([CH3:16])[C:6]([CH3:8])([CH3:7])[O:5][B:4]([C:9]2[CH:15]=[CH:14][C:12]([NH2:13])=[CH:11][CH:10]=2)[O:3]1.ClC(Cl)(O[C:21](=[O:27])OC(Cl)(Cl)Cl)Cl.[CH3:29][C:30]1[O:34][N:33]=[C:32]([NH2:35])[CH:31]=1.C([O-])(O)=O.[Na+]>N1C=CC=CC=1.C(Cl)Cl.C(Cl)Cl>[CH3:29][C:30]1[O:34][N:33]=[C:32]([NH:35][C:21]([NH:13][C:12]2[CH:14]=[CH:15][C:9]([B:4]3[O:3][C:2]([CH3:16])([CH3:1])[C:6]([CH3:7])([CH3:8])[O:5]3)=[CH:10][CH:11]=2)=[O:27])[CH:31]=1 |f:3.4,5.6|. Procedure: 4-(4,4,5,5-tetramethyl-1,3,2-dioxaborolan-2-yl)aniline (100 mg, 0.46 mmol), and triphosgene (47 mg, 0.16 mmol) were dissolved in a mixture of dry pyridine:DCM (4:1) and stirred at room temperature (20° C.) under nitrogen atmosphere for 1 h. 5-methylisoxazol-3-amine (49 mg, 0.50 mmol) dissolved in dry DCM was added dropwise, and stirring allowed overnight. Saturated NaHCO3 solution was added to the reaction mixture, and stirring allowed for 15 mins before partitioning between water and DCM. The o... The reactants are C1CCOC1, COB1OC(C)(C)C(C)(C)O1, CC(C)[Mg+], [Cl-], Cc1c(I)cnn1C1CCN(C(=O)OC(C)(C)C)CC1, O. The product is Cc1c(B2OC(C)(C)C(C)(C)O2)cnn1C1CCN(C(=O)OC(C)(C)C)CC1. RXN SMILES: [CH2:21]1[O:22][CH2:23][CH2:24][CH2:25]1.[CH3:31][O:32][B:33]1[O:34][C:35]([CH3:40])([CH3:41])[C:36]([CH3:38])([CH3:39])[O:37]1.[CH:27]([Mg+:28])([CH3:29])[CH3:30].[Cl-:26].[I:1][c:2]1[cH:3][n:4][n:5]([CH:8]2[CH2:9][CH2:10][N:11]([C:14](=[O:15])[O:16][C:17]([CH3:18])([CH3:19])[CH3:20])[CH2:12][CH2:13]2)[c:6]1[CH3:7].[OH2:42]>>[c:2]1([B:33]2[O:34][C:35]([CH3:40])([CH3:41])[C:36]([CH3:38])([CH3:39])[O:37]2)[cH:3][n:4][n:5]([CH:8]2[CH2:9][CH2:10][N:11]([C:14](=[O:15])[O:16][C:17]([CH3:18])([CH3:19])[CH3:20])[CH2:12][CH2:13]2)[c:6]1[CH3:7].